The task is: describe an organic reaction: reactants, conditions, products, and yield. This data is from the Open Reaction Database (ORD), a public repository of structured organic reaction records. The reactants are C1CCOC1, CC(C)O, O=[N+]([O-])c1c[nH]c2ncc(Cl)c(F)c12. The product is Nc1c[nH]c2ncc(Cl)c(F)c12. RXN SMILES: [CH2:19]1[O:20][CH2:21][CH2:22][CH2:23]1.[CH:15]([OH:16])([CH3:17])[CH3:18].[Cl:1][c:2]1[c:3]([F:14])[c:4]2[c:5]([n:6][cH:7]1)[nH:8][cH:9][c:10]2[N+:11]([O-:12])=[O:13]>>[Cl:1][c:2]1[c:3]([F:14])[c:4]2[c:5]([n:6][cH:7]1)[nH:8][cH:9][c:10]2[NH2:11].